Dataset: the Open Reaction Database (ORD), a public repository of structured organic reaction records. Task: describe an organic reaction: reactants, conditions, products, and yield The reactants are Cl (HCl), C[Mg]Cl (MeMgCl), Cl (HCl), NC1=C(C#N)C=CC(=C1)Cl (2-amino-4-chlorobenzonitrile), CCOCC (Et2O). Conditions: temperature -60 celsius, time 1 hour. Yields the product NC1=C(C=CC(=C1)Cl)C(C)=O (1-(2-amino-4-chlorophenyl)ethanone). As a reaction SMILES: [NH2:1][C:2]1[CH:9]=[C:8]([Cl:10])[CH:7]=[CH:6][C:3]=1C#N.C[Mg]Cl.Cl.CC[O:17][CH2:18][CH3:19]>>[NH2:1][C:2]1[CH:9]=[C:8]([Cl:10])[CH:7]=[CH:6][C:3]=1[C:18](=[O:17])[CH3:19]. Reported procedure: To a vigorously stirred, Et2O (100 mL) solution of 2-amino-4-chlorobenzonitrile (1.00 g, 6.55 mmol) cooled in an ice-H2O bath was added MeMgCl (3.0 M in THF, 6.5 mL, 19.7 mmol) dropwise over 5 min. During that time the reaction became a thick yellow suspension. Stirring was continued at the temperature for 1 h before the cooling bath was removed and the reaction stirred for 21 h at rt. The resultant light yellow suspension cooled to −60° C. and treated with aq HCl (5 M, 8 mL, 40 mmol) dropwise o... The reactants are CN1[C@@H](CCC1)C1=NN=C2N1C=C(C=C2)O[C@@H]2CC[C@@H](C1=CC=CC=C21)N ((1S,4R)-4-[3-((S)-1-Methyl-pyrrolidin-2-yl)-[1,2,4]triazolo[4,3-a]pyridin-6-yloxy]-1,2,3,4-tetrahydro-naphthalen-1-ylamine), ClC(COC(NC=1N(N=C(C1)C(C)(C)C)C1=CC(=C(C=C1)Cl)O[Si](C(C)C)(C(C)C)C(C)C)=O)(Cl)Cl ([5-tert-butyl-2-(4-chloro-3-triisopropylsilanyloxy-phenyl)-2H-pyrazol-3-yl]-carbamic acid 2,2,2-trichloro-ethyl ester). Product: C(C)(C)(C)C=1C=C(N(N1)C1=CC(=C(C=C1)Cl)O)NC(=O)N[C@H]1CC[C@H](C2=CC=CC=C12)OC=1C=CC=2N(C1)C(=NN2)[C@H]2N(CCC2)C (1-[5-tert-Butyl-2-(4-chloro-3-hydroxy-phenyl)-2H-pyrazol-3-yl]-3-{(1S,4R)-4-[3-((S)-1-methyl-pyrrolidin-2-yl)-[1,2,4]triazolo[4,3-a]pyridin-6-yloxy]-1,2,3,4-tetrahydro-naphthalen-1-yl}-urea). Yield: 76.0%. Reaction SMILES: [CH3:1][N:2]1[CH2:6][CH2:5][CH2:4][C@H:3]1[C:7]1[N:11]2[CH:12]=[C:13]([O:16][C@H:17]3[C:26]4[C:21](=[CH:22][CH:23]=[CH:24][CH:25]=4)[C@@H:20]([NH2:27])[CH2:19][CH2:18]3)[CH:14]=[CH:15][C:10]2=[N:9][N:8]=1.ClC(Cl)(Cl)C[O:31][C:32](=O)[NH:33][C:34]1[N:35]([C:43]2[CH:48]=[CH:47][C:46]([Cl:49])=[C:45]([O:50][Si](C(C)C)(C(C)C)C(C)C)[CH:44]=2)[N:36]=[C:37]([C:39]([CH3:42])([CH3:41])[CH3:40])[CH:38]=1>>[C:39]([C:37]1[CH:38]=[C:34]([NH:33][C:32]([NH:27][C@@H:20]2[C:21]3[C:26](=[CH:25][CH:24]=[CH:23][CH:22]=3)[C@H:17]([O:16][C:13]3[CH:14]=[CH:15][C:10]4[N:11]([C:7]([C@@H:3]5[CH2:4][CH2:5][CH2:6][N:2]5[CH3:1])=[N:8][N:9]=4)[CH:12]=3)[CH2:18][CH2:19]2)=[O:31])[N:35]([C:43]2[CH:48]=[CH:47][C:46]([Cl:49])=[C:45]([OH:50])[CH:44]=2)[N:36]=1)([CH3:42])([CH3:40])[CH3:41]. Procedure: The title compound (193 mg, 76%) was prepared starting from Intermediate E (155 mg, 0.427 mmol) and [5-tert-butyl-2-(4-chloro-3-triisopropylsilanyloxy-phenyl)-2H-pyrazol-3-yl]-carbamic acid 2,2,2-trichloro-ethyl ester (WO2011/154734A1, which is incorporated herein by reference, 260 mg, 0.436 mmol), using analogous procedures to those described in Example 50. LCMS (Method 5): Rt 3.54 min, m/z 655.2 [MH+]. 1H NMR (400 MHz, d6-DMSO): 1.27 (9H, s), 1.82-2.26 (11H, m), 2.31-2.39 (1H, m), 3.10-3.17 (1... The reactants are [OH-].[K+] (potassium hydroxide), resultant solution, C(C)(C)(C)C=1SC2=C(N1)C=C(C=C2)CC#N (2-tert-butyl-5-benzothiazolylacetonitrile), CO (methanol), Cl (hydrochloric acid). Solvent: O (water), O (water). Product: C(C)(C)(C)C=1SC2=C(N1)C=C(C=C2)CC(=O)O (2-tert-butyl-5-benzothiazolylacetic acid). Reaction SMILES: [C:1]([C:5]1[S:6][C:7]2[CH:13]=[CH:12][C:11]([CH2:14][C:15]#N)=[CH:10][C:8]=2[N:9]=1)([CH3:4])([CH3:3])[CH3:2].[OH-:17].[K+].Cl.C[OH:21]>O>[C:1]([C:5]1[S:6][C:7]2[CH:13]=[CH:12][C:11]([CH2:14][C:15]([OH:21])=[O:17])=[CH:10][C:8]=2[N:9]=1)([CH3:4])([CH3:3])[CH3:2] |f:1.2|. Procedure: The product from Step 5 (0.90 g, 0.004 mol) was dissolved in methanol (8 ml) and a solution of potassium hydroxide pellets (0.35 g, 0.006 mol) in water (2 ml) was added. The mixture was refluxed for 17 hours and was then cooled to room temperature. The mixture was acidified with concentrated hydrochloric acid to pH4 and the resultant solution was diluted with water and extracted with ethyl acetate. The organic extract was washed with brine, dried over anhydrous magnesium sulfate, filtered and th... Reactants: BrC1=CC=CC=2N1N=C(N2)NC(C2=CN=CC=C2)=O (N-(5-bromo[1,2,4]triazolo[1,5-a]pyridin-2-yl)nicotinamide), C1(CC1)N (cyclopropylamine). Solvent: O (H2O). The product is C1(CC1)NC1=CC=CC=2N1N=C(N2)NC(C2=CN=CC=C2)=O (N-[5-(cyclopropylamino)[1,2,4]triazolo[1,5-a]pyridin-2-yl]nicotinamide). Reaction SMILES: Br[C:2]1[N:7]2[N:8]=[C:9]([NH:11][C:12](=[O:19])[C:13]3[CH:18]=[CH:17][CH:16]=[N:15][CH:14]=3)[N:10]=[C:6]2[CH:5]=[CH:4][CH:3]=1.[CH:20]1([NH2:23])[CH2:22][CH2:21]1>O>[CH:20]1([NH:23][C:2]2[N:7]3[N:8]=[C:9]([NH:11][C:12](=[O:19])[C:13]4[CH:18]=[CH:17][CH:16]=[N:15][CH:14]=4)[N:10]=[C:6]3[CH:5]=[CH:4][CH:3]=2)[CH2:22][CH2:21]1. Reported procedure: N-(5-bromo[1,2,4]triazolo[1,5-a]pyridin-2-yl)nicotinamide ((B2), 50 mg; 0.16 mmol; 1.0 eq.) in cyclopropylamine (1 mL) was heated at 80° C. overnight. The reaction mixture was diluted with H2O and extracted with EtOAc. Combined organic phases were washed with brine, dried over magnesium sulfate, filtered and concentrated. The title compound was obtained by recrystallization in EtOAc/c-Hex as a white powder (16.60 mg; 35%). HPLC, Rt: 1.77 min. (purity 98.3%). LC/MS, M+(ESI): 295.4, M−(ESI): 293.4... The reactants are FC=1C=C(C=C(C1)F)CC(=O)N[C@@H](C)C(=O)O (N-(3,5-Difluorophenylacetyl)-L-alanine), N[C@H]1[C@H](CC2=CC=CC=C12)O (1-(R)-amino-2-(S)-indanol). Procedure details: Following General Procedure C and using N-(3,5-difluorophenylacetyl)-L-alanine (Example B) and 1-(R)-amino-2-(S)-indanol, the title compound was prepared. Yields the product FC=1C=C(C=C(C1)F)CC(=O)N[C@@H](C)C(=O)[C@@]1([C@H](CC2=CC=CC=C12)O)N (1-(R)-(N′-(3,5-Difluorophenylacetyl)-L-alaninyl)-amino-2-(S)-indanol). As a reaction SMILES: [F:1][C:2]1[CH:3]=[C:4]([CH2:9][C:10]([NH:12][C@H:13]([C:15]([OH:17])=O)[CH3:14])=[O:11])[CH:5]=[C:6]([F:8])[CH:7]=1.[NH2:18][C@@H:19]1[C:27]2[C:22](=[CH:23][CH:24]=[CH:25][CH:26]=2)[CH2:21][C@@H:20]1[OH:28]>>[F:8][C:6]1[CH:5]=[C:4]([CH2:9][C:10]([NH:12][C@H:13]([C:15]([C@@:19]2([NH2:18])[C:27]3[C:22](=[CH:23][CH:24]=[CH:25][CH:26]=3)[CH2:21][C@@H:20]2[OH:28])=[O:17])[CH3:14])=[O:11])[CH:3]=[C:2]([F:1])[CH:7]=1.